From a dataset of the Open Reaction Database (ORD), a public repository of structured organic reaction records. describe an organic reaction: reactants, conditions, products, and yield Starting materials: BrB(Br)Br, ClCCl, COc1ccc(Cl)cc1S(N)(=O)=O. The product is NS(=O)(=O)c1cc(Cl)ccc1O. As a reaction SMILES: [B:14]([Br:15])([Br:16])[Br:17].[Cl:18][CH2:19][Cl:20].[Cl:1][c:2]1[cH:3][cH:4][c:5]([O:12][CH3:13])[c:6]([S:8](=[O:9])(=[O:10])[NH2:11])[cH:7]1>>[Cl:1][c:2]1[cH:3][cH:4][c:5]([OH:12])[c:6]([S:8](=[O:9])(=[O:10])[NH2:11])[cH:7]1. Reactants: C(C1=CC=CC=C1)N1CC(CC1)(CCO)CC1=CC=CC=C1 (1-benzyl-3-(phenylmethyl)-3-(2-hydroxyethyl)pyrrolidine). Reagents/catalysts: O.[Pd] (palladium hydroxide-on-carbon). Solvent: CO (methanol). Conditions: time 24 hour. Yields the product C1(=CC=CC=C1)CC1(CNCC1)CCO (3-(phenylmethyl)-3-(2-hydroxyethyl)pyrrolidine). As a reaction SMILES: C([N:8]1[CH2:12][CH2:11][C:10]([CH2:16][C:17]2[CH:22]=[CH:21][CH:20]=[CH:19][CH:18]=2)([CH2:13][CH2:14][OH:15])[CH2:9]1)C1C=CC=CC=1>O.[Pd].CO>[C:17]1([CH2:16][C:10]2([CH2:13][CH2:14][OH:15])[CH2:11][CH2:12][NH:8][CH2:9]2)[CH:18]=[CH:19][CH:20]=[CH:21][CH:22]=1 |f:1.2|. Reported procedure: Combine 1-benzyl-3-(phenylmethyl)-3-(2-hydroxyethyl)pyrrolidine (0.72 g, 2.45 mmol) and methanol (20 mL). Add 20% palladium hydroxide-on-carbon (0.231 g). Hydrogenate in a Parr apparatus at an initial pressure of 50 psi. After 24 hours, filter through celite, rinse with methanol. Evaporate the filtrate in vacuo to give the title compound: Rf=0.01 (silica gel, 2% triethylamine/methanol). Reactants: COc1cc2c(cc1Br)-c1c(-c3cncs3)c3c(n1CC2)C(=O)N(C(C)(C)C)CCOC3, Cc1ccccc1, CCCC[Sn](CCCC)(CCCC)c1cccc(F)n1, c1ccc(P(c2ccccc2)(c2ccccc2)[Pd](P(c2ccccc2)(c2ccccc2)c2ccccc2)(P(c2ccccc2)(c2ccccc2)c2ccccc2)P(c2ccccc2)(c2ccccc2)c2ccccc2)cc1. The product is COc1cc2c(cc1-c1cccc(F)n1)-c1c(-c3cncs3)c3c(n1CC2)C(=O)N(C(C)(C)C)CCOC3. Reaction SMILES: [Br:1][c:2]1[c:3]([O:31][CH3:32])[cH:4][c:5]2[c:10]([cH:11]1)-[c:9]1[n:8]([c:14]3[c:13]([c:12]1-[c:26]1[cH:27][n:28][cH:29][s:30]1)[CH2:20][O:19][CH2:18][CH2:17][N:16]([C:21]([CH3:22])([CH3:23])[CH3:24])[C:15]3=[O:25])[CH2:7][CH2:6]2.[CH3:53][c:54]1[cH:55][cH:56][cH:57][cH:58][cH:59]1.[F:33][c:34]1[n:35][c:36]([Sn:40]([CH2:41][CH2:42][CH2:43][CH3:44])([CH2:45][CH2:46][CH2:47][CH3:48])[CH2:49][CH2:50][CH2:51][CH3:52])[cH:37][cH:38][cH:39]1.[cH:60]1[cH:61][cH:62][c:63]([P:64]([Pd:65]([P:66]([c:67]2[cH:68][cH:69][cH:70][cH:71][cH:72]2)([c:73]2[cH:74][cH:75][cH:76][cH:77][cH:78]2)[c:79]2[cH:80][cH:81][cH:82][cH:83][cH:84]2)([P:85]([c:86]2[cH:87][cH:88][cH:89][cH:90][cH:91]2)([c:92]2[cH:93][cH:94][cH:95][cH:96][cH:97]2)[c:98]2[cH:99][cH:100][cH:101][cH:102][cH:103]2)[P:104]([c:105]2[cH:106][cH:107][cH:108][cH:109][cH:110]2)([c:111]2[cH:112][cH:113][cH:114][cH:115][cH:116]2)[c:117]2[cH:118][cH:119][cH:120][cH:121][cH:122]2)([c:123]2[cH:124][cH:125][cH:126][cH:127][cH:128]2)[c:129]2[cH:130][cH:131][cH:132][cH:133][cH:134]2)[cH:135][cH:136]1>>[c:2]1(-[c:36]2[n:35][c:34]([F:33])[cH:39][cH:38][cH:37]2)[c:3]([O:31][CH3:32])[cH:4][c:5]2[c:10]([cH:11]1)-[c:9]1[n:8]([c:14]3[c:13]([c:12]1-[c:26]1[cH:27][n:28][cH:29][s:30]1)[CH2:20][O:19][CH2:18][CH2:17][N:16]([C:21]([CH3:22])([CH3:23])[CH3:24])[C:15]3=[O:25])[CH2:7][CH2:6]2. The reactants are FC1=CC(=C(N)C=C1F)[N+](=O)[O-] (4,5-difluoro-2-nitroaniline), OS(=O)(=O)O.O (H2SO4 H2O), OCC(O)CO (glycerol), [Na+].[N+](=O)([O-])C=1C=C(C=CC1)S(=O)(=O)[O-] (3-nitrobenzenesulfonic acid sodium salt). Product: FC1=C2C=CC=NC2=C(C=C1F)[N+](=O)[O-] (5,6-Difluoro-8-nitroquinoline). Isolated yield 82.8%. As a reaction SMILES: [F:1][C:2]1[C:8]([F:9])=[CH:7][C:5]([NH2:6])=[C:4]([N+:10]([O-:12])=[O:11])[CH:3]=1.O[CH2:14][CH:15]([CH2:17]O)O.[Na+].[N+](C1C=C(S([O-])(=O)=O)C=CC=1)([O-])=O.OS(O)(=O)=O.O>>[F:9][C:8]1[C:2]([F:1])=[CH:3][C:4]([N+:10]([O-:12])=[O:11])=[C:5]2[C:7]=1[CH:14]=[CH:15][CH:17]=[N:6]2 |f:2.3,4.5|. Procedure: In a similar fashion using route 10 general procedure 20, 4,5-difluoro-2-nitroaniline (200 mg, 1.15 mmol), glycerol (330 mg, 3.56 mmol), 3-nitrobenzenesulfonic acid sodium salt (336 mg, 1.49 mmol) and H2SO4/H2O (1.2 ml, 7:5) gave the title compound (200 mg, 83%) after purification by column chromatography with DCM as the eluent.